The task is: describe an organic reaction: reactants, conditions, products, and yield. This data is from the Open Reaction Database (ORD), a public repository of structured organic reaction records. Reactants: C1(=CC=CC=C1)C1=NN=C(C2=CC=CC=C12)S (4-phenylphthalazine-1-thiol), C(C1=CC=CC=C1)Cl (benzylchloride), C1=CC=CC=C1 (benzene). The solvent is C(C)O (ethanol), [OH-].[K+] (KOH), CN(C(C)=O)C (N,N-dimethylacetamide). Conditions: time 10 minute. Yields the product C(C1=CC=CC=C1)SC1=NN=C(C2=CC=CC=C12)C1=CC=CC=C1 (1-Benzylthio-4-phenylphthalazine). As a reaction SMILES: [C:1]1([C:7]2[C:16]3[C:11](=[CH:12][CH:13]=[CH:14][CH:15]=3)[C:10]([SH:17])=[N:9][N:8]=2)[CH:6]=[CH:5][CH:4]=[CH:3][CH:2]=1.[CH2:18](Cl)[C:19]1[CH:24]=[CH:23][CH:22]=[CH:21][CH:20]=1.C1C=CC=CC=1>C(O)C.[OH-].[K+].CN(C)C(=O)C>[CH2:18]([S:17][C:10]1[C:11]2[C:16](=[CH:15][CH:14]=[CH:13][CH:12]=2)[C:7]([C:1]2[CH:2]=[CH:3][CH:4]=[CH:5][CH:6]=2)=[N:8][N:9]=1)[C:19]1[CH:24]=[CH:23][CH:22]=[CH:21][CH:20]=1 |f:4.5|. Reported procedure: To a suspension of 4-phenylphthalazine-1-thiol (238 mg; 1 mmol) in ethanol (30 ml), aqueous KOH (1 molar, 1 ml) and N,N-dimethylacetamide (30 ml) are added. After 10 minutes, benzylchloride (126 mg, 1 mmol) is added, and the mixture is stirred at room temperature overnight. The solution is concentrated, and water (20 ml) is added to the residual to give a precipitate. Filtration gives a light yellow solid (R1=phenyl, R2=phenyl, A=benzene, Y1=CH2, m=0, n=1, p=0, q=0).